The task is: describe an organic reaction: reactants, conditions, products, and yield. This data is from the Open Reaction Database (ORD), a public repository of structured organic reaction records. Starting materials: CCCS(=O)(=O)Cl, Cc1ccccc1, Cc1cccc(C)c1N. Product: CCCS(=O)(=O)Nc1c(C)cccc1C. Reaction SMILES: [CH2:1]([CH2:2][CH3:3])[S:4](=[O:5])(=[O:6])[Cl:7].[CH3:17][c:18]1[cH:19][cH:20][cH:21][cH:22][cH:23]1.[CH3:8][c:9]1[cH:10][cH:11][cH:12][c:13]([CH3:14])[c:15]1[NH2:16]>>[CH2:1]([CH2:2][CH3:3])[S:4](=[O:5])(=[O:6])[NH:16][c:15]1[c:9]([CH3:8])[cH:10][cH:11][cH:12][c:13]1[CH3:14]. Reported procedure: 6-bromo-2-propoxy-3-propylpyrido[2,3-d]pyrimidin-4(3H)-one; 6-bromo-3-propyl-2-(propylthio)pyrido[2,3-d]pyrimidin-4(3H)-one; 6-iodo-2-propyloxy-3-[(tetrahydro-2-furanyl)methyl]-4(3H)-quinazolinone; 6-bromo-2-propyloxy-3-[(tetrahydro-2-furanyl)methyl]-4(3H)-quinazolinone; 6bromo-3-[(3-bromo-4,5-dihydro-5-isoxazolyl)methyl]-2-propoxy-4(3H)-quinazolinone; 6,7-dibromo-2-propoxy-3-propylthieno[3,2-d]pyrimidin-4(3H)-one; 6,8-diiodo-2-(propylthio)-3-[(tetrahydro-2-furanyl)methyl]-4(3H)-quinazolinone; a... As a reaction SMILES: BrC1C=N[C:5]2[N:6]=[C:7]([O:14][CH2:15][CH2:16][CH3:17])[N:8]([CH2:11][CH2:12][CH3:13])[C:9](=[O:10])[C:4]=2C=1.BrC1C=NC2N=C(SCCC)N(CCC)C(=O)C=2C=1.IC1C=C2C(=CC=1)N=C(OCCC)N(CC1CCCO1)C2=O.BrC1C=C2C(=CC=1)N=C(OCCC)N(CC1CCCO1)C2=O.BrC1C=C2C(=CC=1)N=C(OCCC)N(CC1ON=C(Br)C1)C2=O.Br[C:107]1[S:115]C2C(=O)N(CCC)C(OCCC)=NC=2[C:108]=1[Br:124].IC1C=C2C(=C(I)C=1)N=C(SCCC)N(CC1CCCO1)C2=O.C1(CN2C(=O)C3C=C(I)C=NC=3N=C2SCCC)CC1>>[Br:124][C:108]1[C:5]2[N:6]=[C:7]([O:14][CH2:15][CH2:16][CH3:17])[N:8]([CH2:11][CH2:12][CH3:13])[C:9](=[O:10])[C:4]=2[S:115][CH:107]=1. Yields the product BrC1=CSC2=C1N=C(N(C2=O)CCC)OCCC (7-bromo-2-propoxy-3-propylthieno[3,2-d]pyrimidin-4(3H)-one). Reactants: BrC1=CC2=C(N=C(N(C2=O)CCC)OCCC)N=C1 (6-bromo-2-propoxy-3-propylpyrido[2,3-d]pyrimidin-4(3H)-one), BrC=1C=C2C(N(C(=NC2=CC1)OCCC)CC1CC(=NO1)Br)=O (6bromo-3-[(3-bromo-4,5-dihydro-5-isoxazolyl)methyl]-2-propoxy-4(3H)-quinazolinone), BrC=1C=C2C(N(C(=NC2=CC1)OCCC)CC1OCCC1)=O (6-bromo-2-propyloxy-3-[(tetrahydro-2-furanyl)methyl]-4(3H)-quinazolinone), C1(CC1)CN1C(=NC2=C(C1=O)C=C(C=N2)I)SCCC (3-(cyclopropylmethyl)-6-iodo-2-(propylthio)pyrido[2,3-d]pyrimidin-4(3H)-one), IC=1C=C2C(N(C(=NC2=C(C1)I)SCCC)CC1OCCC1)=O (6,8-diiodo-2-(propylthio)-3-[(tetrahydro-2-furanyl)methyl]-4(3H)-quinazolinone), BrC1=CC2=C(N=C(N(C2=O)CCC)SCCC)N=C1 (6-bromo-3-propyl-2-(propylthio)pyrido[2,3-d]pyrimidin-4(3H)-one), IC=1C=C2C(N(C(=NC2=CC1)OCCC)CC1OCCC1)=O (6-iodo-2-propyloxy-3-[(tetrahydro-2-furanyl)methyl]-4(3H)-quinazolinone), BrC1=C(C=2N=C(N(C(C2S1)=O)CCC)OCCC)Br (6,7-dibromo-2-propoxy-3-propylthieno[3,2-d]pyrimidin-4(3H)-one). Reactants: CC#CCO, [Cl-], Cc1c(Cl)ncnc1Cl, [H-], [NH4+], [Na+], C1CCOC1. Product: CC#CCOc1ncnc(Cl)c1C. RXN SMILES: [CH2:3]([C:4]#[C:5][CH3:6])[OH:7].[Cl-:17].[Cl:8][c:9]1[n:10][cH:11][n:12][c:13]([Cl:16])[c:14]1[CH3:15].[H-:1].[NH4+:18].[Na+:2].[O:19]1[CH2:20][CH2:21][CH2:22][CH2:23]1>>[CH2:3]([C:4]#[C:5][CH3:6])[O:7][c:13]1[n:12][cH:11][n:10][c:9]([Cl:8])[c:14]1[CH3:15]. The reactants are COc1ccc(COC(c2ccccc2)(c2ccc(OC)cc2)C2CC(O)CN2C(=O)CCCCCNC(=O)OCc2ccccc2)cc1, CCOC(C)=O. Yields the product COc1ccc(COC(c2ccccc2)(c2ccc(OC)cc2)C2CC(O)CN2C(=O)CCCCCN)cc1. Reaction SMILES: [CH2:1]([O:2][C:3](=[O:4])[NH:10][CH2:11][CH2:12][CH2:13][CH2:14][CH2:15][C:16](=[O:17])[N:18]1[CH:19]([C:24]([O:25][CH2:26][c:27]2[cH:28][cH:29][c:30]([O:33][CH3:34])[cH:31][cH:32]2)([c:35]2[cH:36][cH:37][cH:38][cH:39][cH:40]2)[c:41]2[cH:42][cH:43][c:44]([O:47][CH3:48])[cH:45][cH:46]2)[CH2:20][CH:21]([OH:23])[CH2:22]1)[c:5]1[cH:6][cH:7][cH:8][cH:9][cH:49]1.[CH3:50][CH2:51][O:52][C:53](=[O:54])[CH3:55]>>[NH2:10][CH2:11][CH2:12][CH2:13][CH2:14][CH2:15][C:16](=[O:17])[N:18]1[CH:19]([C:24]([O:25][CH2:26][c:27]2[cH:28][cH:29][c:30]([O:33][CH3:34])[cH:31][cH:32]2)([c:35]2[cH:36][cH:37][cH:38][cH:39][cH:40]2)[c:41]2[cH:42][cH:43][c:44]([O:47][CH3:48])[cH:45][cH:46]2)[CH2:20][CH:21]([OH:23])[CH2:22]1. The reactants are 100, CC(CC(C)(OCC)OCC)(C)OCC (4-methyl-2,2,4-triethoxypentane), CC(=CCO)C (3-methyl-2-buten-1-ol), C1(=CC=C(C=C1)S(=O)(=O)O)C (p-toluenesulfonic acid), [O-]CC.[Na+] (sodium ethoxide). Solvent: C(C)O (ethyl alcohol). Reaction conditions: temperature 140 celsius. Product: 45.2, CC(=CC(C)=O)CCC=C(C)C (4,8-dimethyl-3,7-nonadien-2-one). The yield is 86.0%. Reaction SMILES: [CH3:1][C:2](OCC)([CH3:12])[CH2:3][C:4]([O:9]CC)(OCC)[CH3:5].[CH3:16][C:17]([CH3:21])=[CH:18][CH2:19]O.C1(C)C=CC(S(O)(=O)=O)=CC=1.[O-]CC.[Na+]>C(O)C>[CH3:12][C:2]([CH2:1][CH2:19][CH:18]=[C:17]([CH3:21])[CH3:16])=[CH:3][C:4](=[O:9])[CH3:5] |f:3.4|. Reported procedure: A mixture of 100 parts of 4-methyl-2,2,4-triethoxypentane, 40 parts of prenol and 0.08 part of p-toluenesulfonic acid is heated for 6 hours at 140°C, the ethyl alcohol formed being distilled off continuously. On completion of the reaction, the reaction mixture is neutralized with sodium ethoxide and the reaction product is fractionally distilled. There are obtained 45.2 parts of 4,8-dimethyl-3,7-nonadien-2-one, equivalent to a yield of 86% and a conversion of 68% based on prenol. Reactants: ClC=1C=C(C=CC1)NC1=NC=CC(=N1)C1=CC(=NC=C1)Cl (N-(3-chloro-phenyl)-4-(2-chloro-4-pyridyl)-2-pyrimidineamine), C(CN)N (ethylenediamine). Product: ClC=1C=C(C=CC1)NC1=NC=CC(=N1)C1=CC(=NC=C1)NCCN (N-(3-chloro-phenyl)-4-[2-(2-amino-ethyl-amino)-4-pyridyl]-2-pyrimidineamine). As a reaction SMILES: [Cl:1][C:2]1[CH:3]=[C:4]([NH:8][C:9]2[N:14]=[C:13]([C:15]3[CH:20]=[CH:19][N:18]=[C:17](Cl)[CH:16]=3)[CH:12]=[CH:11][N:10]=2)[CH:5]=[CH:6][CH:7]=1.[CH2:22]([NH2:25])[CH2:23][NH2:24]>>[Cl:1][C:2]1[CH:3]=[C:4]([NH:8][C:9]2[N:14]=[C:13]([C:15]3[CH:20]=[CH:19][N:18]=[C:17]([NH:24][CH2:23][CH2:22][NH2:25])[CH:16]=3)[CH:12]=[CH:11][N:10]=2)[CH:5]=[CH:6][CH:7]=1. Procedure: 20 mg (0.063 mmol) of N-(3-chloro-phenyl)-4-(2-chloro-4-pyridyl)-2-pyrimidineamine are stirred for 26 h at 110° with 1 ml of ethylenediamine. Concentration and chromatography (methylene chloride:methanol:conc. ammonia solution=80:20: 1) give N-(3-chloro-phenyl)-4-[2-(2-amino-ethyl-amino)-4-pyridyl]-2-pyrimidineamine; Rf =0.15 (methylene chloride:methanol:conc. ammonia solution=80:20:1), FAB-MS: 341 (M+ +1). Starting materials: [OH-].[K+] (potassium hydroxide), C(C)(C)(C)O[C@H](C(=O)OC(C)C)C=1C(=NC(=C(C1N1CCC(CC1)C1=CC=CC=C1)C1=CC=C(C=C1)OCCC1=CC=C(C=C1)F)C)C ((S)-isopropyl 2-(tert-butoxy)-2-(5-(4-(4-fluorophenethoxy)phenyl)-2,6-dimethyl-4-(4-phenylpiperidin-1-yl)pyridin-3-yl)acetate), Cl (HCl). Procedure details: The potassium hydroxide (72.2 mg, 1.28 mmol) was added to a solution (S)-isopropyl 2-(tert-butoxy)-2-(5-(4-(4-fluorophenethoxy)phenyl)-2,6-dimethyl-4-(4-phenylpiperidin-1-yl)pyridin-3-yl)acetate (84 mg, 0.13 mmol) in ethanol (3 mL) and stirred for 3 h at 90° C. The reaction mixture was neutralized with 1N HCl solution, extracted with EtOAc, and the organic layer was washed with brine, and dried (MgSO4). The crude material was purified by prep HPLC to afford (S)-2-(tert-butoxy)-2-(5-(4-(4-fluorop... RXN SMILES: [OH-].[K+].[C:3]([O:7][C@@H:8]([C:15]1[C:16]([CH3:50])=[N:17][C:18]([CH3:49])=[C:19]([C:33]2[CH:38]=[CH:37][C:36]([O:39][CH2:40][CH2:41][C:42]3[CH:47]=[CH:46][C:45]([F:48])=[CH:44][CH:43]=3)=[CH:35][CH:34]=2)[C:20]=1[N:21]1[CH2:26][CH2:25][CH:24]([C:27]2[CH:32]=[CH:31][CH:30]=[CH:29][CH:28]=2)[CH2:23][CH2:22]1)[C:9]([O:11]C(C)C)=[O:10])([CH3:6])([CH3:5])[CH3:4].Cl>C(O)C>[C:3]([O:7][C@@H:8]([C:15]1[C:16]([CH3:50])=[N:17][C:18]([CH3:49])=[C:19]([C:33]2[CH:34]=[CH:35][C:36]([O:39][CH2:40][CH2:41][C:42]3[CH:47]=[CH:46][C:45]([F:48])=[CH:44][CH:43]=3)=[CH:37][CH:38]=2)[C:20]=1[N:21]1[CH2:26][CH2:25][CH:24]([C:27]2[CH:32]=[CH:31][CH:30]=[CH:29][CH:28]=2)[CH2:23][CH2:22]1)[C:9]([OH:11])=[O:10])([CH3:6])([CH3:5])[CH3:4] |f:0.1|. The yield is 64.5%. The solvent is C(C)O (ethanol). Run at temperature 90 celsius, time 3 hour. Product: C(C)(C)(C)O[C@H](C(=O)O)C=1C(=NC(=C(C1N1CCC(CC1)C1=CC=CC=C1)C1=CC=C(C=C1)OCCC1=CC=C(C=C1)F)C)C ((S)-2-(tert-butoxy)-2-(5-(4-(4-fluorophenethoxy)phenyl)-2,6-dimethyl-4-(4-phenylpiperidin-1-yl)pyridin-3-yl)acetic acid).